The task is: describe an organic reaction: reactants, conditions, products, and yield. This data is from the Open Reaction Database (ORD), a public repository of structured organic reaction records. Starting materials: C1CCOC1, C=Cc1ccccc1, C=CC(=O)O. Yields the product C=Cc1ccccc1, C=CC(=O)O. RXN SMILES: [CH2:14]1[O:15][CH2:16][CH2:17][CH2:18]1.[CH2:6]=[CH:7][c:8]1[cH:9][cH:10][cH:11][cH:12][cH:13]1.[OH:1][C:2](=[O:3])[CH:4]=[CH2:5]>>[CH2:6]=[CH:7][c:8]1[cH:9][cH:10][cH:11][cH:12][cH:13]1.[O:1]=[C:2]([OH:3])[CH:4]=[CH2:5]. The reactants are (RS)-2,2′-Bis(diphenylphosphino)-1,1′-binaphthyl, BrC1=C(C=CC(=C1)OC(F)(F)F)OC (2-bromo-1-methoxy4-(trifluoromethoxy)benzene), N1(CCNCC1)C(=O)OC(C)(C)C (1,1-dimethylethyl 1-piperazinecarboxylate), CC(C)([O-])C.[Na+] (sodium tert-butoxide). Reagents/catalysts: C=1C=CC(=CC1)/C=C/C(=O)/C=C/C2=CC=CC=C2.C=1C=CC(=CC1)/C=C/C(=O)/C=C/C2=CC=CC=C2.C=1C=CC(=CC1)/C=C/C(=O)/C=C/C2=CC=CC=C2.[Pd].[Pd] (tris(dibenzylideneacetone)dipalladium). The solvent is C1(=CC=CC=C1)C (toluene). Reaction conditions: temperature 80 celsius, time 72 hour. The product is COC1=C(C=CC(=C1)OC(F)(F)F)N1CCN(CC1)C(=O)OC(C)(C)C (1,1-Dimethylethyl 4-[2-Methoxy-4-(trifluoromethoxy)phenyl]-1-piperazinecarboxylate). Isolated yield 82.1%. As a reaction SMILES: Br[C:2]1[CH:7]=[C:6]([O:8][C:9]([F:12])([F:11])[F:10])[CH:5]=[CH:4][C:3]=1OC.[N:15]1([C:21]([O:23][C:24]([CH3:27])([CH3:26])[CH3:25])=[O:22])[CH2:20][CH2:19][NH:18][CH2:17][CH2:16]1.C[C:29](C)([O-:31])C.[Na+]>C1(C)C=CC=CC=1.C1C=CC(/C=C/C(/C=C/C2C=CC=CC=2)=O)=CC=1.C1C=CC(/C=C/C(/C=C/C2C=CC=CC=2)=O)=CC=1.C1C=CC(/C=C/C(/C=C/C2C=CC=CC=2)=O)=CC=1.[Pd].[Pd]>[CH3:29][O:31][C:2]1[CH:7]=[C:6]([O:8][C:9]([F:10])([F:11])[F:12])[CH:5]=[CH:4][C:3]=1[N:18]1[CH2:19][CH2:20][N:15]([C:21]([O:23][C:24]([CH3:27])([CH3:26])[CH3:25])=[O:22])[CH2:16][CH2:17]1 |f:2.3,5.6.7.8.9|. Reported procedure: A solution of 2-bromo-1-methoxy4-(trifluoromethoxy)benzene (Description 16, 3 g, 11 mmol), 1,1-dimethylethyl 1-piperazinecarboxylate (2.47 g) and sodium tert-butoxide (1.49 g) in toluene (100 mL) was degassed with bubbling argon. (RS)-2,2′-Bis(diphenylphosphino)-1,1′-binaphthyl (56 mg) and tris(dibenzylideneacetone)dipalladium (0) (13.8 mg) were added and the mixture was degassed and stirred at 80° C. for 72 h. The mixture was cooled, diluted with ether (150 mL) and filtered through celite. The ...